This data is from the Open Reaction Database (ORD), a public repository of structured organic reaction records. The task is: describe an organic reaction: reactants, conditions, products, and yield The reactants are FC1=NC=CC=C1C1=CC(=NC=C1)C(F)(F)F (2-fluoro-2′-(trifluoromethyl)-3,4′-bipyridine), N1=C(C=CC=C1)NC1=CC=C(C=C1)O (4-(pyridin-2-ylamino)phenol), C([O-])([O-])=O.[Cs+].[Cs+] (cesium carbonate). The solvent is CS(=O)C (DMSO), O (H2O). Run at temperature 80 celsius. Yields the product FC(C1=NC=CC(=C1)C=1C(=NC=CC1)OC1=CC=C(C=C1)NC1=NC=CC=C1)(F)F (N-(4-(2′-(TRIFLUOROMETHYL)-3,4′-BIPYRIDIN-2-YLOXY)PHENYL)PYRIDIN-2-AMINE). RXN SMILES: F[C:2]1[C:7]([C:8]2[CH:13]=[CH:12][N:11]=[C:10]([C:14]([F:17])([F:16])[F:15])[CH:9]=2)=[CH:6][CH:5]=[CH:4][N:3]=1.[N:18]1[CH:23]=[CH:22][CH:21]=[CH:20][C:19]=1[NH:24][C:25]1[CH:30]=[CH:29][C:28]([OH:31])=[CH:27][CH:26]=1.C(=O)([O-])[O-].[Cs+].[Cs+]>CS(C)=O.O>[F:15][C:14]([F:17])([F:16])[C:10]1[CH:9]=[C:8]([C:7]2[C:2]([O:31][C:28]3[CH:27]=[CH:26][C:25]([NH:24][C:19]4[CH:20]=[CH:21][CH:22]=[CH:23][N:18]=4)=[CH:30][CH:29]=3)=[N:3][CH:4]=[CH:5][CH:6]=2)[CH:13]=[CH:12][N:11]=1 |f:2.3.4|. Procedure details: A mixture of 2-fluoro-2′-(trifluoromethyl)-3,4′-bipyridine (200 mg, 0.83 mmol), 4-(pyridin-2-ylamino)phenol (185 mg, 0.99 mmol) and cesium carbonate (323 mg, 0.99 mmol) in DMSO (3.3 mL) was heated to 80° C. for 4 h. The mixture was cooled to room temperature, diluted with H2O and filtered. The solids were washed with H2O and air-dried. The solids were suspended in sat aq. NaHCO3 and extracted with CH2Cl2 (3×). The combined organics were dried over Na2SO4, filtered and concentrated. The residue w... The reactants are C(C)C1=NOC(=N1)C1=C(N=C(S1)N)C1=CC=CC=C1 (5-(3-Ethyl-[1,2,4]oxadiazol-5-yl)-4-phenyl-thiazol-2-ylamine), C1(CC1)C(=O)Cl (cyclopropanecarbonyl chloride). Yields the product C(C)C1=NOC(=N1)C1=C(N=C(S1)NC(=O)C1CC1)C1=CC=CC=C1 (Cyclopropanecarboxylic acid [5-(3-ethyl-[1,2,4]oxadiazol-5-yl)-4-phenyl-thiazol-2-yl]-amide). Reaction SMILES: [CH2:1]([C:3]1[N:7]=[C:6]([C:8]2[S:12][C:11]([NH2:13])=[N:10][C:9]=2[C:14]2[CH:19]=[CH:18][CH:17]=[CH:16][CH:15]=2)[O:5][N:4]=1)[CH3:2].[CH:20]1([C:23](Cl)=[O:24])[CH2:22][CH2:21]1>>[CH2:1]([C:3]1[N:7]=[C:6]([C:8]2[S:12][C:11]([NH:13][C:23]([CH:20]3[CH2:22][CH2:21]3)=[O:24])=[N:10][C:9]=2[C:14]2[CH:19]=[CH:18][CH:17]=[CH:16][CH:15]=2)[O:5][N:4]=1)[CH3:2]. Procedure details: Prepared from 5-(3-Ethyl-[1,2,4]oxadiazol-5-yl)-4-phenyl-thiazol-2-ylamine and cyclopropanecarbonyl chloride. Starting materials: COC=1C=CC(=C(C1)N1CC2=CC=C(C=C2C1)O)C1CC2=CC=C(C=C2CC1)OC (2-[5-methoxy-2-(6-methoxy-1,2,3,4-tetrahydronaphthalen-2-yl)phenyl]-2,3-dihydro-1H-isoindol-5-ol), Cl.ClCCN1CCCCC1 (1-(2-chloroethyl)piperidine hydrochloride), COC=1C=CC(=C(C1)N1CC2=CC=C(C=C2C1)OCCN1CCCCC1)C1CC2=CC=C(C=C2CC1)OC (2-[5-methoxy-2-(6-methoxy-1,2,3,4-tetrahydronaphthalen-2-yl)phenyl]-5-(2-piperidin-1-ylethoxy)-2,3-dihydro-1H-isoindole). Product: OC1=CC(=C(C=C1)C1CC=2C=CC(=CC2CC1)O)N1CC2=CC=C(C=C2C1)OCCN1CCCCC1 (6-{4-Hydroxy-2-[5-(2-piperidin-1-ylethoxy)-1,3-dihydroisoindol-2-yl]phenyl}-5,6,7,8-tetrahydronaphthalen-2-ol). Isolated yield 59.7%. RXN SMILES: COC1C=CC(C2CCC3C(=CC=C(OC)C=3)C2)=C(N2CC3C(=CC=C(O)C=3)C2)C=1.Cl.ClCCN1CCCCC1.C[O:42][C:43]1[CH:44]=[CH:45][C:46]([CH:67]2[CH2:76][CH2:75][C:74]3[C:69](=[CH:70][CH:71]=[C:72]([O:77]C)[CH:73]=3)[CH2:68]2)=[C:47]([N:49]2[CH2:57][C:56]3[C:51](=[CH:52][CH:53]=[C:54]([O:58][CH2:59][CH2:60][N:61]4[CH2:66][CH2:65][CH2:64][CH2:63][CH2:62]4)[CH:55]=3)[CH2:50]2)[CH:48]=1>>[OH:42][C:43]1[CH:44]=[CH:45][C:46]([CH:67]2[CH2:76][CH2:75][C:74]3[CH:73]=[C:72]([OH:77])[CH:71]=[CH:70][C:69]=3[CH2:68]2)=[C:47]([N:49]2[CH2:57][C:56]3[C:51](=[CH:52][CH:53]=[C:54]([O:58][CH2:59][CH2:60][N:61]4[CH2:66][CH2:65][CH2:64][CH2:63][CH2:62]4)[CH:55]=3)[CH2:50]2)[CH:48]=1 |f:1.2|. Procedure: Synthesized from 2-[5-methoxy-2-(6-methoxy-1,2,3,4-tetrahydronaphthalen-2-yl)phenyl]-2,3-dihydro-1H-isoindol-5-ol and 1-(2-chloroethyl)piperidine hydrochloride according to an analogous synthetic method to Preparation Example 40, 2-[5-methoxy-2-(6-methoxy-1,2,3,4-tetrahydronaphthalen-2-yl)phenyl]-5-(2-piperidin-1-ylethoxy)-2,3-dihydro-1H-isoindole (218 mg) was used according to an analogous synthetic method to Example 111 to provide the title compound (123 mg).